describe an organic reaction: reactants, conditions, products, and yield From a dataset of the Open Reaction Database (ORD), a public repository of structured organic reaction records. Solvent: C(C)O (ethanol). The product is C(CC)OC=1C=CC2=NC3=C(CC4=CC=CC=C34)N2N1 (3-Propoxy-5H-4,4a, 10-triaza-indeno[2,1-a]indene). As a reaction SMILES: [CH2:1]([O:4][C:5]1[N:10]=[N:9][C:8]([NH2:11])=[CH:7][CH:6]=1)[CH2:2][CH3:3].Br[CH:13]1[CH2:21][C:20]2[C:15](=[CH:16][CH:17]=[CH:18][CH:19]=2)[C:14]1=O.C(=O)(O)[O-].[Na+]>C(O)C>[CH2:1]([O:4][C:5]1[CH:6]=[CH:7][C:8]2[N:9]([N:10]=1)[C:13]1[CH2:21][C:20]3[C:15]([C:14]=1[N:11]=2)=[CH:16][CH:17]=[CH:18][CH:19]=3)[CH2:2][CH3:3] |f:2.3|. Starting materials: C(CC)OC1=CC=C(N=N1)N (6-propoxypyridazin-3-amine), BrC1C(C2=CC=CC=C2C1)=O (2-bromo-1-indanone), C([O-])(O)=O.[Na+] (sodium bicarbonate). Reported procedure: A stirred mixture of 6-propoxypyridazin-3-amine (145 mg) and 2-bromo-1-indanone (200 mg) in ethanol (10 mL) was heated under reflux for 3 hours. The mixture was cooled and sodium bicarbonate (80 mg) was added. The mixture was stirred refluxed for 1 hour and then the ethanol was evaporated. The residue was extracted with chloroform and the extract washed with saturated, aqueous, sodium chloride solution, dried (MgSO4) and evaporated. The residue was purified by flash chromatography on silica gel.... Starting materials: CCOC(=O)c1c(C)nc2cnccn12, Cl, [Na+], [OH-], O. Product: Cc1nc2cnccn2c1C(=O)O. Reaction SMILES: [CH3:3][c:4]1[n:5][c:6]2[n:7]([cH:8][cH:9][n:10][cH:11]2)[c:12]1[C:13](=[O:14])[O:15][CH2:16][CH3:17].[ClH:18].[Na+:2].[OH-:1].[OH2:19]>>[CH3:3][c:4]1[n:5][c:6]2[n:7]([cH:8][cH:9][n:10][cH:11]2)[c:12]1[C:13](=[O:14])[OH:15]. The reactants are Cc1ccc(Br)n2ccnc12, CO, [Cu+], CCCC[Sn](CCCC)(CCCC)c1nc(N2CCOCC2)c2sc(CN3CCN(C(C)(C)C(N)=O)CC3)cc2n1, C1COCCO1, c1ccc(P(c2ccccc2)(c2ccccc2)[Pd](P(c2ccccc2)(c2ccccc2)c2ccccc2)(P(c2ccccc2)(c2ccccc2)c2ccccc2)P(c2ccccc2)(c2ccccc2)c2ccccc2)cc1, O=C([O-])c1cccs1. Yields the product Cc1ccc(-c2nc(N3CCOCC3)c3sc(CN4CCN(C(C)(C)C(N)=O)CC4)cc3n2)n2ccnc12. RXN SMILES: [Br:42][c:43]1[cH:44][cH:45][c:46]([CH3:52])[c:47]2[n:48]1[cH:49][cH:50][n:51]2.[CH3:59][OH:60].[Cu+:146].[O:1]1[CH2:2][CH2:3][N:4]([c:7]2[c:8]3[c:9]([n:10][c:11]([Sn:13]([CH2:14][CH2:15][CH2:16][CH3:17])([CH2:18][CH2:19][CH2:20][CH3:21])[CH2:22][CH2:23][CH2:24][CH3:25])[n:12]2)[cH:26][c:27]([CH2:29][N:30]2[CH2:31][CH2:32][N:33]([C:36]([C:37](=[O:38])[NH2:39])([CH3:40])[CH3:41])[CH2:34][CH2:35]2)[s:28]3)[CH2:5][CH2:6]1.[O:53]1[CH2:54][CH2:55][O:56][CH2:57][CH2:58]1.[cH:61]1[cH:62][cH:63][c:64]([P:65]([Pd:66]([P:67]([c:68]2[cH:69][cH:70][cH:71][cH:72][cH:73]2)([c:74]2[cH:75][cH:76][cH:77][cH:78][cH:79]2)[c:80]2[cH:81][cH:82][cH:83][cH:84][cH:85]2)([P:86]([c:87]2[cH:88][cH:89][cH:90][cH:91][cH:92]2)([c:93]2[cH:94][cH:95][cH:96][cH:97][cH:98]2)[c:99]2[cH:100][cH:101][cH:102][cH:103][cH:104]2)[P:105]([c:106]2[cH:107][cH:108][cH:109][cH:110][cH:111]2)([c:112]2[cH:113][cH:114][cH:115][cH:116][cH:117]2)[c:118]2[cH:119][cH:120][cH:121][cH:122][cH:123]2)([c:124]2[cH:125][cH:126][cH:127][cH:128][cH:129]2)[c:130]2[cH:131][cH:132][cH:133][cH:134][cH:135]2)[cH:136][cH:137]1.[s:138]1[cH:139][cH:140][cH:141][c:142]1[C:143]([O-:144])=[O:145]>>[O:1]1[CH2:2][CH2:3][N:4]([c:7]2[c:8]3[c:9]([n:10][c:11](-[c:43]4[cH:44][cH:45][c:46]([CH3:52])[c:47]5[n:48]4[cH:49][cH:50][n:51]5)[n:12]2)[cH:26][c:27]([CH2:29][N:30]2[CH2:31][CH2:32][N:33]([C:36]([C:37](=[O:38])[NH2:39])([CH3:40])[CH3:41])[CH2:34][CH2:35]2)[s:28]3)[CH2:5][CH2:6]1. Starting materials: CO.C(Cl)Cl (MeOH DCM), O=C1CNC(N1C(C(=O)O)CC1=CC=CC=C1)=S (2-(5-oxo-2-thioxoimidazolidin-1-yl)-3-phenylpropanoic acid), ClC1=CC=C(C=C1)C1=CC=C(S1)C=O (5-(4-chorophenyl)thiophene-2-carbaldehyde), NCCC(=O)O (β-alanine). Solvent: C(C)(=O)O (acetic acid). Reaction conditions: temperature 170 celsius. Yields the product ClC1=CC=C(C=C1)C1=CC=C(S1)C=C1NC(N(C1=O)C(C(=O)O)CC1=CC=CC=C1)=S (2-(4-((5-(4-Chlorophenyl)thiophen-2-yl)methylene)-5-oxo-2-thioxoimidazolidin-1-yl)-3-phenylpropanoic acid). RXN SMILES: [O:1]=[C:2]1[N:6]([CH:7]([CH2:11][C:12]2[CH:17]=[CH:16][CH:15]=[CH:14][CH:13]=2)[C:8]([OH:10])=[O:9])[C:5](=[S:18])[NH:4][CH2:3]1.[Cl:19][C:20]1[CH:25]=[CH:24][C:23]([C:26]2[S:30][C:29]([CH:31]=O)=[CH:28][CH:27]=2)=[CH:22][CH:21]=1.NCCC(O)=O.CO.C(Cl)Cl>C(O)(=O)C>[Cl:19][C:20]1[CH:21]=[CH:22][C:23]([C:26]2[S:30][C:29]([CH:31]=[C:3]3[C:2](=[O:1])[N:6]([CH:7]([CH2:11][C:12]4[CH:17]=[CH:16][CH:15]=[CH:14][CH:13]=4)[C:8]([OH:10])=[O:9])[C:5](=[S:18])[NH:4]3)=[CH:28][CH:27]=2)=[CH:24][CH:25]=1 |f:3.4|. Reported procedure: To a mixture of 2-(5-oxo-2-thioxoimidazolidin-1-yl)-3-phenylpropanoic acid (0.080 g, 0.304 mmol) and 5-(4-chorophenyl)thiophene-2-carbaldehyde (0.068 g, 0.304 mmol) in acetic acid 5 mL is added β-alanine (2.7 mg, 0.030 mmol) and heat to 170° C. for 30 min under microwave irradiation. The resulting reaction mixture is cooled down and the solvent is removed. The pure product (0.110 g, 0.235 mmol, red solid) is obtained by column chromatography using MeOH/DCM, 2-7% ration solvent system. 1H-NMR (CD... Starting materials: OCC1=C(C=2N=C(N=CC2S1)N(C1=C(C=C(C=C1)N1CCN(CC1)C)OC(C)C)CO)C1=C(C=CC(=C1)F)OC ({[6-(hydroxymethyl)-7-(5-fluoro-2-methoxyphenyl)thieno[3,2-d]pyrimidin-2-yl][4-(4-methylpiperazin-1-yl)-2-(propan-2-yloxy)phenyl]amino}methanol). The solvent is C1CCOC1 (THF), [OH-].[Na+] (sodium hydroxide). Product: FC=1C=CC(=C(C1)C1=C(SC2=C1N=C(N=C2)NC2=C(C=C(C=C2)N2CCN(CC2)C)OC(C)C)CO)OC ([7-(5-fluoro-2-methoxyphenyl)-2-{[4-(4-methylpiperazin-1-yl)-2-(propan-2-yloxy)phenyl]amino}thieno[3,2-d]pyrimidin-6-yl]methanol). Yield: 50.4%. RXN SMILES: [OH:1][CH2:2][C:3]1[S:11][C:10]2[CH:9]=[N:8][C:7]([N:12](CO)[C:13]3[CH:18]=[CH:17][C:16]([N:19]4[CH2:24][CH2:23][N:22]([CH3:25])[CH2:21][CH2:20]4)=[CH:15][C:14]=3[O:26][CH:27]([CH3:29])[CH3:28])=[N:6][C:5]=2[C:4]=1[C:32]1[CH:37]=[C:36]([F:38])[CH:35]=[CH:34][C:33]=1[O:39][CH3:40]>C1COCC1.[OH-].[Na+]>[F:38][C:36]1[CH:35]=[CH:34][C:33]([O:39][CH3:40])=[C:32]([C:4]2[C:5]3[N:6]=[C:7]([NH:12][C:13]4[CH:18]=[CH:17][C:16]([N:19]5[CH2:20][CH2:21][N:22]([CH3:25])[CH2:23][CH2:24]5)=[CH:15][C:14]=4[O:26][CH:27]([CH3:29])[CH3:28])[N:8]=[CH:9][C:10]=3[S:11][C:3]=2[CH2:2][OH:1])[CH:37]=1 |f:2.3|. Reported procedure: A solution of 517 mg of the {[6-(hydroxymethyl)-7-(5-fluoro-2-methoxyphenyl)thieno[3,2-d]pyrimidin-2-yl][4-(4-methylpiperazin-1-yl)-2-(propan-2-yloxy)phenyl]amino}methanol mixture in 24 ml of THF and 10 ml of 1M sodium hydroxide is stirred at ambient temperature for 4 h. The mixture is extracted three times with 10 ml of ethyl acetate. The organic phases are washed with 10 ml of water and the organic phases are concentrated under vacuum. The crude product is purified on 80 g of silica, elution b... Starting materials: O=[N+]([O-])c1ccc2cnn(-c3ncc(C(F)(F)F)cc3Cl)c2c1, O, O=[N+]([O-])O, O=S(=O)(O)O. Yields the product O=[N+]([O-])c1cc2cnn(-c3ncc(C(F)(F)F)cc3Cl)c2cc1[N+](=O)[O-]. Reaction SMILES: [Cl:1][c:2]1[c:3](-[n:12]2[n:13][cH:14][c:15]3[cH:16][cH:17][c:18]([N+:21](=[O:22])[O-:23])[cH:19][c:20]23)[n:4][cH:5][c:6]([C:8]([F:9])([F:10])[F:11])[cH:7]1.[OH2:28].[OH:24][N+:25]([O-:26])=[O:27].[S:29](=[O:30])(=[O:31])([OH:32])[OH:33]>>[Cl:1][c:2]1[c:3](-[n:12]2[n:13][cH:14][c:15]3[cH:16][c:17]([N+:25](=[O:24])[O-:26])[c:18]([N+:21](=[O:22])[O-:23])[cH:19][c:20]23)[n:4][cH:5][c:6]([C:8]([F:9])([F:10])[F:11])[cH:7]1. Reactants: C=CCOC(=O)NC(CC(=O)OC(C)(C)C)C(=O)CBr, CN(C)C=O, SCc1ccccc1Cl, [F-], [K+]. Product: C=CCOC(=O)NC(CC(=O)OC(C)(C)C)C(=O)CSCc1ccccc1Cl. RXN SMILES: [CH2:12]([CH:13]=[CH2:14])[O:15][C:16](=[O:17])[NH:18][CH:19]([CH2:20][C:21](=[O:22])[O:23][C:24]([CH3:25])([CH3:26])[CH3:27])[C:28]([CH2:29][Br:30])=[O:31].[CH3:32][N:33]([CH3:34])[CH:35]=[O:36].[Cl:3][c:4]1[c:5]([CH2:10][SH:11])[cH:6][cH:7][cH:8][cH:9]1.[F-:1].[K+:2]>>[Cl:3][c:4]1[c:5]([CH2:10][S:11][CH2:29][C:28]([CH:19]([NH:18][C:16]([O:15][CH2:12][CH:13]=[CH2:14])=[O:17])[CH2:20][C:21](=[O:22])[O:23][C:24]([CH3:25])([CH3:26])[CH3:27])=[O:31])[cH:6][cH:7][cH:8][cH:9]1. Reactants: CC(=O)[O-], CC(=O)[O-], CC(=O)[O-], CC(=O)[O-], O=C([O-])O, ClCCl, O=C1NCC2=C1CN=C(c1ccccc1Cl)c1cc(Cl)ccc12, [Na+], O=C(O)C(Cl)(Cl)Cl, [Pb+4]. Yields the product O=C1NC(O)C2=C1CN=C(c1ccccc1Cl)c1cc(Cl)ccc12. RXN SMILES: [C:31]([O-:32])(=[O:33])[CH3:34].[C:35]([O-:36])(=[O:37])[CH3:38].[C:39]([O-:40])(=[O:41])[CH3:42].[C:43]([O-:44])(=[O:45])[CH3:46].[C:48](=[O:49])([OH:50])[O-:51].[CH2:53]([Cl:54])[Cl:55].[Cl:1][c:2]1[cH:3][c:4]2[c:5]([cH:22][cH:23]1)[C:6]1=[C:7]([CH2:8][N:9]=[C:10]2[c:11]2[c:12]([Cl:17])[cH:13][cH:14][cH:15][cH:16]2)[C:18](=[O:21])[NH:19][CH2:20]1.[Na+:52].[OH:24][C:25]([C:26]([Cl:27])([Cl:28])[Cl:29])=[O:30].[Pb+4:47]>>[Cl:1][c:2]1[cH:3][c:4]2[c:5]([cH:22][cH:23]1)[C:6]1=[C:7]([CH2:8][N:9]=[C:10]2[c:11]2[c:12]([Cl:17])[cH:13][cH:14][cH:15][cH:16]2)[C:18](=[O:21])[NH:19][CH:20]1[OH:24]. Starting materials: O=C(Nc1nc2ccc(Br)nc2s1)C1CC1, CC(C)(C)O[K], CNc1cccc(NC(=O)c2cccc(C(F)(F)F)c2)c1, CC(C)(C)O, CC(C)c1cc(C(C)C)c(-c2ccccc2P(C2CCCCC2)C2CCCCC2)c(C(C)C)c1. Yields the product CN(c1cccc(NC(=O)c2cccc(C(F)(F)F)c2)c1)c1ccc2nc(NC(=O)C3CC3)sc2n1. Reaction SMILES: [Br:1][c:2]1[cH:3][cH:4][c:5]2[c:6]([n:7]1)[s:8][c:9]([NH:11][C:12](=[O:13])[CH:14]1[CH2:15][CH2:16]1)[n:10]2.[C:72]([O:73][K:74])([CH3:75])([CH3:76])[CH3:77].[CH3:17][NH:18][c:19]1[cH:20][c:21]([NH:25][C:26]([c:27]2[cH:28][c:29]([C:33]([F:34])([F:35])[F:36])[cH:30][cH:31][cH:32]2)=[O:37])[cH:22][cH:23][cH:24]1.[CH3:78][C:79]([OH:80])([CH3:81])[CH3:82].[CH:38]1([P:39]([CH:40]2[CH2:41][CH2:42][CH2:43][CH2:44][CH2:45]2)[c:46]2[cH:47][cH:48][cH:49][cH:50][c:51]2-[c:52]2[c:53]([CH:54]([CH3:55])[CH3:56])[cH:57][c:58]([CH:59]([CH3:60])[CH3:61])[cH:62][c:63]2[CH:64]([CH3:65])[CH3:66])[CH2:67][CH2:68][CH2:69][CH2:70][CH2:71]1>>[c:2]1([N:18]([CH3:17])[c:19]2[cH:20][c:21]([NH:25][C:26]([c:27]3[cH:28][c:29]([C:33]([F:34])([F:35])[F:36])[cH:30][cH:31][cH:32]3)=[O:37])[cH:22][cH:23][cH:24]2)[cH:3][cH:4][c:5]2[c:6]([n:7]1)[s:8][c:9]([NH:11][C:12](=[O:13])[CH:14]1[CH2:15][CH2:16]1)[n:10]2.